Task: describe an organic reaction: reactants, conditions, products, and yield. Dataset: the Open Reaction Database (ORD), a public repository of structured organic reaction records Reactants: CC(=O)O, ClCCl, CC(C)(C)OC(=O)N1CCNCC1, O=Cc1ccc(C2Nc3cccc4c(=O)[nH]nc(c34)C2c2ccccc2)cc1. Product: O=c1[nH]nc2c3c(cccc13)NC(c1ccc(CN3CCNCC3)cc1)C2c1ccccc1. RXN SMILES: [CH3:29][C:30](=[O:31])[OH:32].[Cl:46][CH2:47][Cl:48].[N:33]1([C:39]([O:40][C:41]([CH3:42])([CH3:43])[CH3:44])=[O:45])[CH2:34][CH2:35][NH:36][CH2:37][CH2:38]1.[O:1]=[c:2]1[nH:3][n:4][c:5]2[c:6]3[c:7]([cH:8][cH:9][cH:10][c:11]13)[NH:12][CH:13]([c:21]1[cH:22][cH:23][c:24]([CH:25]=[O:26])[cH:27][cH:28]1)[CH:14]2[c:15]1[cH:16][cH:17][cH:18][cH:19][cH:20]1>>[O:1]=[c:2]1[nH:3][n:4][c:5]2[c:6]3[c:7]([cH:8][cH:9][cH:10][c:11]13)[NH:12][CH:13]([c:21]1[cH:22][cH:23][c:24]([CH2:25][N:33]3[CH2:34][CH2:35][NH:36][CH2:37][CH2:38]3)[cH:27][cH:28]1)[CH:14]2[c:15]1[cH:16][cH:17][cH:18][cH:19][cH:20]1. Reactants: C(C)(=O)O[C@H]1[C@@H](O[C@@H]([C@H]([C@@H]1OC(C)=O)OC(C)=O)COC(C)=O)OC1=NNC(=C1CC1=C(C=C(C=C1)OCCC(NC(C)(C)C(=O)O)=O)C)C(C)C (3-(2,3,4,6-tetra-O-acetyl-β-D-gluco-pyranosyloxy)-4-[(4-{2-[1-carboxy-1-(methyl)ethyl-carbamoyl]ethoxy}-2-methylphenyl)methyl]-5-isopropyl-1H-pyrazole), C(C1=CC=CC=C1)N1CCNCC1 (1-benzylpiperazine), ON1N=NC2=C1C=CC=C2 (1-hydroxybenzotriazole), Cl.C(C)N=C=NCCCN(C)C (1-ethyl-3-(3-dimethylaminopropyl)carbodiimide hydrochloride). Run in CN(C=O)C (N,N-dimethylformamide), C(C)N(CC)CC (triethylamine), O (water). Run at time 8 hour. Product: C(C)(=O)O[C@H]1[C@@H](O[C@@H]([C@H]([C@@H]1OC(C)=O)OC(C)=O)COC(C)=O)OC1=NNC(=C1CC1=C(C=C(C=C1)OCCC(NC(C)(C)C(=O)N1CCN(CC1)CC1=CC=CC=C1)=O)C)C(C)C (3-(2,3,4,6-tetra-O-acetyl-β-D-gluco-pyranosyloxy)-4-{[4-(2-{1-[(4-benzylpiperazin-1-yl)-carbonyl]-1-(methyl)ethylcarbamoyl}ethoxy)-2-methylphenyl]-methyl}-5-isopropyl-1H-pyrazole). Isolated yield 63.8%. Reaction SMILES: [C:1]([O:4][C@@H:5]1[C@@H:10]([O:11][C:12](=[O:14])[CH3:13])[C@H:9]([O:15][C:16](=[O:18])[CH3:17])[C@@H:8]([CH2:19][O:20][C:21](=[O:23])[CH3:22])[O:7][C@H:6]1[O:24][C:25]1[C:29]([CH2:30][C:31]2[CH:36]=[CH:35][C:34]([O:37][CH2:38][CH2:39][C:40](=[O:48])[NH:41][C:42]([C:45](O)=[O:46])([CH3:44])[CH3:43])=[CH:33][C:32]=2[CH3:49])=[C:28]([CH:50]([CH3:52])[CH3:51])[NH:27][N:26]=1)(=[O:3])[CH3:2].[CH2:53]([N:60]1[CH2:65][CH2:64][NH:63][CH2:62][CH2:61]1)[C:54]1[CH:59]=[CH:58][CH:57]=[CH:56][CH:55]=1.ON1C2C=CC=CC=2N=N1.Cl.C(N=C=NCCCN(C)C)C>CN(C)C=O.O.C(N(CC)CC)C>[C:1]([O:4][C@@H:5]1[C@@H:10]([O:11][C:12](=[O:14])[CH3:13])[C@H:9]([O:15][C:16](=[O:18])[CH3:17])[C@@H:8]([CH2:19][O:20][C:21](=[O:23])[CH3:22])[O:7][C@H:6]1[O:24][C:25]1[C:29]([CH2:30][C:31]2[CH:36]=[CH:35][C:34]([O:37][CH2:38][CH2:39][C:40](=[O:48])[NH:41][C:42]([C:45]([N:63]3[CH2:64][CH2:65][N:60]([CH2:53][C:54]4[CH:55]=[CH:56][CH:57]=[CH:58][CH:59]=4)[CH2:61][CH2:62]3)=[O:46])([CH3:43])[CH3:44])=[CH:33][C:32]=2[CH3:49])=[C:28]([CH:50]([CH3:52])[CH3:51])[NH:27][N:26]=1)(=[O:3])[CH3:2] |f:3.4|. Procedure details: To a solution of 3-(2,3,4,6-tetra-O-acetyl-β-D-gluco-pyranosyloxy)-4-[(4-{2-[1-carboxy-1-(methyl)ethyl-carbamoyl]ethoxy}-2-methylphenyl)methyl]-5-isopropyl-1H-pyrazole (40 mg) in N,N-dimethylformamide (1 mL) were added 1-benzylpiperazine (12 mg), 1-hydroxybenzotriazole (8 mg), 1-ethyl-3-(3-dimethylaminopropyl)carbodiimide hydrochloride (16 mg) and triethylamine (0.023 mL), and the mixture was stirred at room temperature overnight. The reaction mixture was poured into water, and the resulting mix...